The task is: describe an organic reaction: reactants, conditions, products, and yield. This data is from the Open Reaction Database (ORD), a public repository of structured organic reaction records. Reactants: ClC=1N=C(C2=C(N1)CCN(C2)C(=O)OC(C)(C)C)Cl (tert-butyl 2,4-dichloro-7,8-dihydropyrido[4,3-d]pyrimidine-6(5H)-carboxylate), CCN(C(C)C)C(C)C (DIPEA), 3-S-methyl morpholine, CCOC(=O)C (EtOAc). Run in petroleum ether, C(Cl)Cl (DCM), C(=O)(O)[O-].[Na+] (NaHCO3). Conditions: temperature 35 celsius, time 48 hour. Yields the product ClC=1N=C(C2=C(N1)CCN(C2)C(=O)OC(C)(C)C)N2[C@H](COCC2)C ((S)-tert-butyl 2-chloro-4-(3-methylmorpholino)-7,8-dihydropyrido[4,3-d]pyrimidine-6(5H)-carboxylate), solid. Isolated yield 58.4%. Reaction SMILES: [Cl:1][C:2]1[N:3]=[C:4](Cl)[C:5]2[CH2:11][N:10]([C:12]([O:14][C:15]([CH3:18])([CH3:17])[CH3:16])=[O:13])[CH2:9][CH2:8][C:6]=2[N:7]=1.[CH3:20][CH2:21][N:22](C(C)C)[CH:23]([CH3:25])[CH3:24].CC[O:31]C(C)=O>C(Cl)Cl.C([O-])(O)=O.[Na+]>[Cl:1][C:2]1[N:3]=[C:4]([N:22]2[CH2:21][CH2:20][O:31][CH2:24][C@@H:23]2[CH3:25])[C:5]2[CH2:11][N:10]([C:12]([O:14][C:15]([CH3:18])([CH3:17])[CH3:16])=[O:13])[CH2:9][CH2:8][C:6]=2[N:7]=1 |f:4.5|. Procedure: To a solution of tert-butyl 2,4-dichloro-7,8-dihydropyrido[4,3-d]pyrimidine-6(5H)-carboxylate (1.00 g, 3.29 mmol) and DIPEA (1.21 mL, 6.97 mmol) at room temperature (20° C.) was added 3-S-methyl morpholine (0.54 g, 5.33 mmol). The reaction mixture was heated to 35° C. and stirred for 48 h. The reaction was diluted with DCM and Sat. NaHCO3. The organic layer was rinsed (brine), dried (anhydrous Na2SO4) and concentrated in vacuo. The desired product was isolated by flash chromatography (silica, 50... Reported procedure: The same procedure was used as for preparation of triethyl citrate butyrate but using octyl chloride. The reactants are C(CCC)(=O)O.C(CC(O)(C(=O)OCC)CC(=O)OCC)(=O)OCC (triethyl citrate butyrate), C(CCCCCCC)Cl (octyl chloride). Yields the product C(CCCCCCC)(=O)O.C(CC(O)(C(=O)OCC)CC(=O)OCC)(=O)OCC (triethyl citrate octanoate). RXN SMILES: [C:1]([OH:6])(=[O:5])[CH2:2][CH2:3][CH3:4].[C:7]([O:23][CH2:24][CH3:25])(=[O:22])[CH2:8][C:9]([CH2:16][C:17]([O:19][CH2:20][CH3:21])=[O:18])([C:11]([O:13][CH2:14][CH3:15])=[O:12])[OH:10].C(Cl)CCCCCCC>>[C:1]([OH:6])(=[O:5])[CH2:2][CH2:3][CH2:4][CH2:7][CH2:8][CH2:9][CH3:11].[C:17]([O:19][CH2:20][CH3:21])(=[O:18])[CH2:16][C:9]([CH2:8][C:7]([O:23][CH2:24][CH3:25])=[O:22])([C:11]([O:13][CH2:14][CH3:15])=[O:12])[OH:10] |f:0.1,3.4|. Starting materials: C(C1=CC=CC=C1)OC1=CC2=CC=C(C=C2C=C1)Br (2-(benzyloxy)-6-bromonaphthalene), C#CCCC (1-n-pentyne), C[Si](C)(C)C#C (trimethylsilylacetylene). As a reaction SMILES: [CH2:1]([O:8][C:9]1[CH:18]=[CH:17][C:16]2[C:11](=[CH:12][CH:13]=[C:14](Br)[CH:15]=2)[CH:10]=1)[C:2]1[CH:7]=[CH:6][CH:5]=[CH:4][CH:3]=1.[CH:20]#[C:21][CH2:22][CH2:23][CH3:24].C[Si](C#C)(C)C>>[CH2:1]([O:8][C:9]1[CH:18]=[CH:17][C:16]2[C:11](=[CH:12][CH:13]=[C:14]([C:20]#[C:21][CH2:22][CH2:23][CH3:24])[CH:15]=2)[CH:10]=1)[C:2]1[CH:7]=[CH:6][CH:5]=[CH:4][CH:3]=1. Yields the product C(C1=CC=CC=C1)OC1=CC2=CC=C(C=C2C=C1)C#CCCC (2-(benzyloxy)-6-(2-n-propylethynyl)naphthalene). Procedure: The reaction was conducted in the same manner as in the step (i) of the Example 31, except for using 2-(benzyloxy)-6-bromonaphthalene synthesized in the step (i) and 1-n-pentyne instead of 1-bromo-4-n-propylbenzene and trimethylsilylacetylene, respectively. The resultant was recrystallized from ethanol to give 2-(benzyloxy)-6-(2-n-propylethynyl)naphthalene. Solvent: C(C)#N.CN(C)C=O (ACN DMF). Reactants: C([O-])([O-])=O.[Cs+].[Cs+] (Cesium carbonate), S(=O)(=O)(OC)OC (dimethyl sulfate), BrC1=CC=C2C(C(NC2=C1)=O)(C)O (6-bromo-3-hydroxy-3-methylindolin-2-one). Procedure: A solution of 6-bromo-3-hydroxy-3-methylindolin-2-one 7.45 (200 mg, 0.826 mmol) in ACN/DMF (2:1, 6 mL) was cooled to 0° C. Cesium carbonate (942 mg, 2.89 mmol) and dimethyl sulfate (274 μL, 2.89 mmol) were added. The reaction was stirred at 0° C. for 90 min then at room temperature for 4 hours. The mixture was filtered over celite, concentrated and the residue was purified by flash column chromatography on silica gel to afford 6-bromo-3-methoxy-1,3-dimethylindolin-2-one 7.46. 1H NMR (400 MHz, DM... RXN SMILES: [Br:1][C:2]1[CH:10]=[C:9]2[C:5]([C:6](O)([CH3:12])[C:7](=[O:11])[NH:8]2)=[CH:4][CH:3]=1.[C:14](=[O:17])([O-])[O-].[Cs+].[Cs+].S(OC)(O[CH3:24])(=O)=O>C(#N)C.CN(C=O)C>[Br:1][C:2]1[CH:10]=[C:9]2[C:5]([C:6]([O:17][CH3:14])([CH3:12])[C:7](=[O:11])[N:8]2[CH3:24])=[CH:4][CH:3]=1 |f:1.2.3,5.6|. Conditions: temperature 0 celsius, time 90 minute. Product: BrC1=CC=C2C(C(N(C2=C1)C)=O)(C)OC (6-bromo-3-methoxy-1,3-dimethylindolin-2-one). Yield: 83.0%. RXN SMILES: [CH3:1][C:2]1[O:6][N:5]=[C:4]([C:7]2[CH:12]=[CH:11][CH:10]=[CH:9][CH:8]=2)[C:3]=1[CH2:13][NH:14][C:15]1[CH:23]=[CH:22][C:18]([C:19]([OH:21])=O)=[CH:17][N:16]=1.[NH2:24][CH2:25][CH2:26][N:27]1[CH2:31][CH2:30][CH2:29][C:28]1=[O:32]>>[CH3:1][C:2]1[O:6][N:5]=[C:4]([C:7]2[CH:8]=[CH:9][CH:10]=[CH:11][CH:12]=2)[C:3]=1[CH2:13][NH:14][C:15]1[CH:23]=[CH:22][C:18]([C:19]([NH:24][CH2:25][CH2:26][N:27]2[CH2:31][CH2:30][CH2:29][C:28]2=[O:32])=[O:21])=[CH:17][N:16]=1. The product is CC1=C(C(=NO1)C1=CC=CC=C1)CNC1=NC=C(C(=O)NCCN2C(CCC2)=O)C=C1 (6-[(5-Methyl-3-phenyl-isoxazol-4-ylmethyl)-amino]-N-[2-(2-oxo-pyrrolidin-1-yl)-ethyl]-nicotinamide). Procedure details: As described for example 162b, 6-[(5-methyl-3-phenyl-isoxazol-4-ylmethyl)-amino]-nicotinic acid (200 mg, 0.65 mmol) was converted using 1-(2-amino-ethyl)-pyrrolidin-2-one instead of ethanolamine to the title compound (trituration with tert-butylmethylether, 224 mg, 83%) which was obtained as a white solid. MS: m/e=420.2 [M+H]+. The reactants are CC1=C(C(=NO1)C1=CC=CC=C1)CNC1=NC=C(C(=O)O)C=C1 (6-[(5-methyl-3-phenyl-isoxazol-4-ylmethyl)-amino]-nicotinic acid), NCCN1C(CCC1)=O (1-(2-amino-ethyl)-pyrrolidin-2-one).